From a dataset of the Open Reaction Database (ORD), a public repository of structured organic reaction records. describe an organic reaction: reactants, conditions, products, and yield Reactants: CO, [H][H], CCOC(=O)C(O)Cc1nc(OC)ccc1[N+](=O)[O-]. Product: COc1ccc2c(n1)CC(O)C(=O)N2. Reaction SMILES: [CH3:22][OH:23].[H:20][H:21].[OH:1][CH:2]([C:3](=[O:4])[O:7][CH2:16][CH3:17])[CH2:8][c:9]1[n:10][c:11]([O:18][CH3:19])[cH:12][cH:13][c:14]1[N+:15]([O-:5])=[O:6]>>[OH:1][CH:2]1[C:3](=[O:4])[NH:15][c:14]2[c:9]([n:10][c:11]([O:18][CH3:19])[cH:12][cH:13]2)[CH2:8]1.